Dataset: the Open Reaction Database (ORD), a public repository of structured organic reaction records. Task: describe an organic reaction: reactants, conditions, products, and yield Reactants: BrCC1CC1, CN(C)C=O, CCOC(=O)c1ccc(Nc2cc3c4c(c2)CCCC4(C)CCC3)cc1, [Cl-], [H-], [NH4+], [Na+]. The product is CCOC(=O)c1ccc(N(CC2CC2)c2cc3c4c(c2)CCCC4(C)CCC3)cc1. Reaction SMILES: [Br:29][CH2:30][CH:31]1[CH2:32][CH2:33]1.[CH3:36][N:37]([CH3:38])[CH:39]=[O:40].[CH3:3][C:4]12[CH2:5][CH2:6][CH2:7][c:8]3[cH:9][c:10]([NH:17][c:18]4[cH:19][cH:20][c:21]([C:22](=[O:23])[O:24][CH2:25][CH3:26])[cH:27][cH:28]4)[cH:11][c:12]([c:16]31)[CH2:13][CH2:14][CH2:15]2.[Cl-:34].[H-:1].[NH4+:35].[Na+:2]>>[CH3:3][C:4]12[CH2:5][CH2:6][CH2:7][c:8]3[cH:9][c:10]([N:17]([c:18]4[cH:19][cH:20][c:21]([C:22](=[O:23])[O:24][CH2:25][CH3:26])[cH:27][cH:28]4)[CH2:30][CH:31]4[CH2:32][CH2:33]4)[cH:11][c:12]([c:16]31)[CH2:13][CH2:14][CH2:15]2. Starting materials: C(C(C)C)(=O)OC[C@@H]1OC[C@@H](O1)N1C2=NC(=NC(=C2N=C1)N)N ((2R,4R)-2-isobutyryloxymethyl-4-(2,6-diaminopurin-9-yl)-1,3-dioxolane), CC(C)O (2-propanol). Run in N (NH3). Reaction conditions: temperature 25 celsius, time 15 hour. The product is NC1=NC(=C2N=CN(C2=N1)[C@@H]1O[C@@H](OC1)CO)N ((2R,4R)-[4-(2,6-diamino-9H-purin-9-yl)-1,3-dioxolan-2-yl]methanol). The yield is 70.4%. As a reaction SMILES: C([O:6][CH2:7][C@H:8]1[O:12][C@@H:11]([N:13]2[CH:21]=[N:20][C:19]3[C:14]2=[N:15][C:16]([NH2:23])=[N:17][C:18]=3[NH2:22])[CH2:10][O:9]1)(=O)C(C)C.CC(O)C>N>[NH2:23][C:16]1[N:15]=[C:14]2[C:19]([N:20]=[CH:21][N:13]2[C@H:11]2[CH2:10][O:9][C@@H:8]([CH2:7][OH:6])[O:12]2)=[C:18]([NH2:22])[N:17]=1. Procedure: 31.05 g of (2R,4R)-2-isobutyryloxymethyl-4-(2,6-diaminopurin-9-yl)-1,3-dioxolane×2-propanol (cf. Example 4) were dissolved in 310 ml of NH3-saturated methanol. The solution was stirred at 25° C. for 15 h, and the solvent was distilled off in vacuo. The residue was recrystallized from ethanol/water. 17.10 g (83%) of (−)-DAPD were obtained as colorless crystals.